Dataset: the Open Reaction Database (ORD), a public repository of structured organic reaction records. Task: describe an organic reaction: reactants, conditions, products, and yield Starting materials: OC1=CC=C(C=O)C=C1 (4-hydroxybenzaldehyde), C([O-])([O-])=O.[K+].[K+] (potassium carbonate), [I-].[K+] (potassium iodide), IC(C)C (2-iodopropane). Run in CC(CC)=O (2-butanone). Product: C(C)(C)OC1=CC=C(C=O)C=C1 (4-Isopropoxybenzaldehyde). As a reaction SMILES: [OH:1][C:2]1[CH:9]=[CH:8][C:5]([CH:6]=[O:7])=[CH:4][CH:3]=1.C(=O)([O-])[O-].[K+].[K+].[I-].[K+].I[CH:19]([CH3:21])[CH3:20]>CC(=O)CC>[CH:19]([O:1][C:2]1[CH:9]=[CH:8][C:5]([CH:6]=[O:7])=[CH:4][CH:3]=1)([CH3:21])[CH3:20] |f:1.2.3,4.5|. Procedure details: A mixture of 4-hydroxybenzaldehyde (20 g), anhydrous potassium carbonate (25 g), potassium iodide (0.5 g) and 2-iodopropane (27 g) in 2-butanone (300 ml) was heated overnight, under reflux, with stirring, cooled, filtered and evaporated to dryness. The residue was dissolved in diethyl ether, washed with aqueous sodium hydroxide and brine, dried (magnesium sulphate), filtered and evaporated to dryness. Distillation of the residue gave the title compound, bp 108°-112°/3 mm as an oil. The reactants are COC(=O)C(C)Br, CN(C)C=O, Cc1nn(-c2cc(O)c(Cl)cc2F)c(=O)n1C(F)F, [H-], [Na+]. Yields the product COC(=O)C(C)Oc1cc(-n2nc(C)n(C(F)F)c2=O)c(F)cc1Cl. Reaction SMILES: [Br:22][CH:23]([C:24](=[O:25])[O:26][CH3:27])[CH3:28].[CH3:29][N:30]([CH3:31])[CH:32]=[O:33].[Cl:1][c:2]1[cH:3][c:4]([F:19])[c:5](-[n:9]2[n:10][c:11]([CH3:18])[n:12]([CH:15]([F:16])[F:17])[c:13]2=[O:14])[cH:6][c:7]1[OH:8].[H-:20].[Na+:21]>>[Cl:1][c:2]1[cH:3][c:4]([F:19])[c:5](-[n:9]2[n:10][c:11]([CH3:18])[n:12]([CH:15]([F:16])[F:17])[c:13]2=[O:14])[cH:6][c:7]1[O:8][CH:23]([C:24](=[O:25])[O:26][CH3:27])[CH3:28]. The reactants are CS(C)=O, COC(=O)CC(C#N)(Cc1ccccc1Cl)C(=O)OC. Product: COC(=O)CC(C#N)Cc1ccccc1Cl. RXN SMILES: [CH3:21][S:22]([CH3:23])=[O:24].[Cl:1][c:2]1[c:3]([CH2:8][C:9]([CH2:10][C:11](=[O:12])[O:13][CH3:14])([C:15]([O:16][CH3:17])=[O:18])[C:19]#[N:20])[cH:4][cH:5][cH:6][cH:7]1>>[Cl:1][c:2]1[c:3]([CH2:8][CH:9]([CH2:10][C:11](=[O:12])[O:13][CH3:14])[C:19]#[N:20])[cH:4][cH:5][cH:6][cH:7]1. The reactants are [N+](=O)([O-])C=1C=C(C=CC1)C=1OC2=C(C1)C=CC=C2 (2-m-nitrophenylbenzofuran), C(C1=CC=C(C=C1)OC)(=O)Cl (anisoyl chloride). The product is Cl.N1=CC=CC=C1 (pyridine hydrochloride), OC1=CC=C(C(=O)C2=C(OC3=C2C=CC=C3)C3=CC(=CC=C3)[N+](=O)[O-])C=C1 (3-(4'-hydroxybenzoyl)- 2-(3'-nitrophenyl)benzofuran). Reaction SMILES: [N+:1]([C:4]1[CH:5]=[C:6]([C:10]2[O:11][C:12]3[CH:18]=[CH:17][CH:16]=[CH:15][C:13]=3[CH:14]=2)[CH:7]=[CH:8][CH:9]=1)([O-:3])=[O:2].[C:19]([Cl:29])(=[O:28])[C:20]1[CH:25]=[CH:24][C:23]([O:26]C)=[CH:22][CH:21]=1>>[ClH:29].[N:1]1[CH:4]=[CH:9][CH:8]=[CH:7][CH:6]=1.[OH:26][C:23]1[CH:24]=[CH:25][C:20]([C:19]([C:14]2[C:13]3[CH:15]=[CH:16][CH:17]=[CH:18][C:12]=3[O:11][C:10]=2[C:6]2[CH:7]=[CH:8][CH:9]=[C:4]([N+:1]([O-:3])=[O:2])[CH:5]=2)=[O:28])=[CH:21][CH:22]=1 |f:2.3|. Procedure details: Acylation of 2-m-nitrophenylbenzofuran with anisoyl chloride is accomplished as described in the procedure of Example 10. Demethylation with pyridine hydrochloride as previously described gives 3-(4'-hydroxybenzoyl)- 2-(3'-nitrophenyl)benzofuran. Starting materials: C1COCCO1, [Cu]I, [K+], [K+], [K+], O=C(O)C1CCCN1, O=P([O-])([O-])[O-], Brc1ccc(OCc2ccccc2)cc1, c1ccc(COc2cccc3[nH]ccc23)cc1. Yields the product c1ccc(COc2ccc(-n3ccc4c(OCc5ccccc5)cccc43)cc2)cc1. Reaction SMILES: [CH2:49]1[O:50][CH2:51][CH2:52][O:53][CH2:54]1.[Cu:55][I:56].[K+:38].[K+:39].[K+:40].[OH:41][C:42]([CH:43]1[NH:44][CH2:45][CH2:46][CH2:47]1)=[O:48].[P:33]([O-:34])([O-:35])([O-:36])=[O:37].[c:18]1([CH2:24][O:25][c:26]2[cH:27][cH:28][c:29]([Br:32])[cH:30][cH:31]2)[cH:19][cH:20][cH:21][cH:22][cH:23]1.[c:1]1([CH2:7][O:8][c:9]2[c:10]3[cH:11][cH:12][nH:13][c:14]3[cH:15][cH:16][cH:17]2)[cH:2][cH:3][cH:4][cH:5][cH:6]1>>[c:1]1([CH2:7][O:8][c:9]2[c:10]3[cH:11][cH:12][n:13](-[c:29]4[cH:28][cH:27][c:26]([O:25][CH2:24][c:18]5[cH:19][cH:20][cH:21][cH:22][cH:23]5)[cH:31][cH:30]4)[c:14]3[cH:15][cH:16][cH:17]2)[cH:2][cH:3][cH:4][cH:5][cH:6]1. Starting materials: Cl (hydrochloric acid), CN(C1=C(C=NC=C1)COC1=CC=C(OCCCC(=O)OCC)C=C1)C (ethyl 4-[4-[(4-dimethylaminopyrid-3-yl)methoxy]phenoxy]butanoate), [OH-].[Na+] (sodium hydroxide), CO (methanol). Solvent: O (water). Conditions: time 3 hour. The product is CN(C1=C(C=NC=C1)COC1=CC=C(OCCCC(=O)O)C=C1)C (4-[4-[(4-dimethylaminopyrid-3-yl)methoxy]phenoxy]butanoic acid). Isolated yield 73.8%. RXN SMILES: [CH3:1][N:2]([CH3:26])[C:3]1[CH:8]=[CH:7][N:6]=[CH:5][C:4]=1[CH2:9][O:10][C:11]1[CH:25]=[CH:24][C:14]([O:15][CH2:16][CH2:17][CH2:18][C:19]([O:21]CC)=[O:20])=[CH:13][CH:12]=1.[OH-].[Na+].CO.Cl>O>[CH3:26][N:2]([CH3:1])[C:3]1[CH:8]=[CH:7][N:6]=[CH:5][C:4]=1[CH2:9][O:10][C:11]1[CH:25]=[CH:24][C:14]([O:15][CH2:16][CH2:17][CH2:18][C:19]([OH:21])=[O:20])=[CH:13][CH:12]=1 |f:1.2|. Reported procedure: A mixture containing ethyl 4-[4-[(4-dimethylaminopyrid-3-yl)methoxy]phenoxy]butanoate (25 mg), aqueous sodium hydroxide (1M, 0.2 ml), methanol (0.5 ml) and water (0.5 ml) was stirred for 3 hours then neutralised with hydrochloric acid (1M, 0.2 ml) and concentrated. The residue was dissolved in dichloromethane (5 ml), filtered, and the filtrate was concentrated to give the title compound (17 mg) as a colourless gum. NMR (d6DMSO+d4AcOH): δ2.0(2H,q); 2.4(2H,t); 3.35(6H,s); 3.95(2H,t); 5.1(2H,s); 6....